From a dataset of the Open Reaction Database (ORD), a public repository of structured organic reaction records. describe an organic reaction: reactants, conditions, products, and yield The reactants are C1=C(C=C2CCCN3C2=C1C1=C3CCCCC1)N (5,6,9,10,11,12-hexahydro-4H,8H-cyclohepta[4,5]pyrrolo[3,2,1-ij]quinolin-2-amine), C(C)(C)(C)CC(=O)Cl (t-butylacetyl chloride), poly-(4-vinylpyridine). The solvent is ClCCl (dichloromethane). Reaction conditions: time 8 hour. Product: C1=C(C=C2CCCN3C2=C1C1=C3CCCCC1)NC(CC(C)(C)C)=O (N-5,6,9,10,11,12-hexahydro-4H,8H-cyclohepta[4,5]pyrrolo[3,2,1-ij]quinolin-2-yl-3,3-dimethylbutanamide). The yield is 53.7%. Reaction SMILES: [CH:1]1[C:10]2[C:11]3[CH2:17][CH2:16][CH2:15][CH2:14][CH2:13][C:12]=3[N:8]3[C:9]=2[C:4]([CH2:5][CH2:6][CH2:7]3)=[CH:3][C:2]=1[NH2:18].[C:19]([CH2:23][C:24](Cl)=[O:25])([CH3:22])([CH3:21])[CH3:20]>ClCCl>[CH:1]1[C:10]2[C:11]3[CH2:17][CH2:16][CH2:15][CH2:14][CH2:13][C:12]=3[N:8]3[C:9]=2[C:4]([CH2:5][CH2:6][CH2:7]3)=[CH:3][C:2]=1[NH:18][C:24](=[O:25])[CH2:23][C:19]([CH3:22])([CH3:21])[CH3:20]. Procedure: A mixture of 5,6,9,10,11,12-hexahydro-4H,8H-cyclohepta[4,5]pyrrolo[3,2,1-ij]quinolin-2-amine (0.27 g, 1.1 mmol), t-butylacetyl chloride (0.18 mL, 1.3 mmol) and poly-(4-vinylpyridine) (700 mg) in dichloromethane (18 mL) was stirred at room temperature overnight. The resin was removed by filtration and washed with dichloromethane. The filtrate was concentrated and the product was purified by flash column chromatography (elution with 30% ethyl acetate-hexane) to provide 0.20 g of N-5,6,9,10,11,12-h... The reactants are COC(=O)c1ccc(S(=O)(=O)Cl)cc1, ClCCl, Nc1c(F)cc(F)cc1F, c1ccncc1. Product: COC(=O)c1ccc(S(=O)(=O)Nc2c(F)cc(F)cc2F)cc1. Reaction SMILES: [CH3:1][O:2][C:3]([c:4]1[cH:5][cH:6][c:7]([S:10](=[O:11])(=[O:12])[Cl:13])[cH:8][cH:9]1)=[O:14].[Cl:31][CH2:32][Cl:33].[F:15][c:16]1[c:17]([NH2:18])[c:19]([F:24])[cH:20][c:21]([F:23])[cH:22]1.[cH:25]1[cH:26][cH:27][n:28][cH:29][cH:30]1>>[CH3:1][O:2][C:3]([c:4]1[cH:5][cH:6][c:7]([S:10](=[O:11])(=[O:12])[NH:18][c:17]2[c:16]([F:15])[cH:22][c:21]([F:23])[cH:20][c:19]2[F:24])[cH:8][cH:9]1)=[O:14]. Starting materials: BrCCCCC(=O)N1C2=C(NC(C3=C1C=CC=C3)=O)C=C(C=C2)Cl (5-(5-bromovaleryl)-8-chloro-5,10-dihydro-11H-dibenzo(b,e)(1,4)-diazepine-11-one), ClC=1C=CC2=C(NC(C3=C(N2)C=CC=C3)=O)C1 (8-chloro-5,10-dihydro-11H-dibenzo(b,e)(1,4)-diazepine-11-one), BrCCCCC(=O)Cl (5-bromovaleryl chloride). The product is ClC=1C=CC2=C(NC(C3=C(N2C(CCCCN(CC)CC)=O)C=CC=C3)=O)C1 (8-Chloro-5-(5-diethylamino-valeryl)-5,10-dihydro-11H-dibenzo(b,e)(1,4)-diazepine-11-one). Reaction SMILES: Br[CH2:2][CH2:3][CH2:4][CH2:5][C:6]([N:8]1[C:14]2[CH:15]=[CH:16][CH:17]=[CH:18][C:13]=2[C:12](=[O:19])[NH:11][C:10]2[CH:20]=[C:21]([Cl:24])[CH:22]=[CH:23][C:9]1=2)=[O:7].ClC1C=C[C:29]2NC3C=CC=C[C:33]=3[C:32](=O)[NH:31][C:30]=2C=1.BrCCCCC(Cl)=O>>[Cl:24][C:21]1[CH:22]=[CH:23][C:9]2[N:8]([C:6](=[O:7])[CH2:5][CH2:4][CH2:3][CH2:2][N:31]([CH2:32][CH3:33])[CH2:30][CH3:29])[C:14]3[CH:15]=[CH:16][CH:17]=[CH:18][C:13]=3[C:12](=[O:19])[NH:11][C:10]=2[CH:20]=1. Procedure: The 5-(5-bromovaleryl)-8-chloro-5,10-dihydro-11H-dibenzo(b,e)(1,4)-diazepine-11-one, used as starting material, is synthesized similarly to the starting material described in Example 1, from 8-chloro-5,10-dihydro-11H-dibenzo(b,e)(1,4)-diazepine-11-one and 5-bromovaleryl chloride. Starting materials: C1(CC1)N(C(C(CNC(OC(C)(C)C)=O)CC1=CC=C(C=C1)OCCOC1=C(C=C(C=C1Cl)C)Cl)=O)CC1=CC(=CC(=C1)OCCC1=NC=CC=C1)CCCOC (tert-butyl (3-{cyclopropyl[3-(3-methoxypropyl)-5-(2-pyridin-2-ylethoxy)benzyl]amino}-2-{4-[2-(2,6-dichloro-4-methylphenoxy)ethoxy]benzyl}-3-oxopropyl)carbamate), Cl (HCl). Solvent: C(Cl)Cl (CH2Cl2). Conditions: time 12 hour. The product is NCC(C(=O)N(CC1=CC(=CC(=C1)OCCC1=NC=CC=C1)CCCOC)C1CC1)CC1=CC=C(C=C1)OCCOC1=C(C=C(C=C1Cl)C)Cl (3-Amino-N-cyclopropyl-2-{4-[2-(2,6-dichloro-4-methylphenoxy)ethoxy]benzyl}-N-[3-(3-methoxypropyl)-5-(2-pyridin-2-ylethoxy)benzyl]propanamide). Reaction SMILES: [CH:1]1([N:4]([CH2:37][C:38]2[CH:43]=[C:42]([O:44][CH2:45][CH2:46][C:47]3[CH:52]=[CH:51][CH:50]=[CH:49][N:48]=3)[CH:41]=[C:40]([CH2:53][CH2:54][CH2:55][O:56][CH3:57])[CH:39]=2)[C:5](=[O:36])[CH:6]([CH2:16][C:17]2[CH:22]=[CH:21][C:20]([O:23][CH2:24][CH2:25][O:26][C:27]3[C:32]([Cl:33])=[CH:31][C:30]([CH3:34])=[CH:29][C:28]=3[Cl:35])=[CH:19][CH:18]=2)[CH2:7][NH:8]C(=O)OC(C)(C)C)[CH2:3][CH2:2]1.Cl>C(Cl)Cl>[NH2:8][CH2:7][CH:6]([CH2:16][C:17]1[CH:18]=[CH:19][C:20]([O:23][CH2:24][CH2:25][O:26][C:27]2[C:32]([Cl:33])=[CH:31][C:30]([CH3:34])=[CH:29][C:28]=2[Cl:35])=[CH:21][CH:22]=1)[C:5]([N:4]([CH:1]1[CH2:2][CH2:3]1)[CH2:37][C:38]1[CH:43]=[C:42]([O:44][CH2:45][CH2:46][C:47]2[CH:52]=[CH:51][CH:50]=[CH:49][N:48]=2)[CH:41]=[C:40]([CH2:53][CH2:54][CH2:55][O:56][CH3:57])[CH:39]=1)=[O:36]. Procedure: To a CH2Cl2 solution (0.03 M) of tert-butyl (3-{cyclopropyl[3-(3-methoxypropyl)-5-(2-pyridin-2-ylethoxy)benzyl]amino}-2-{4-[2-(2,6-dichloro-4-methylphenoxy)ethoxy]benzyl}-3-oxopropyl)carbamate from the previous step (1 eq.) was added HCl (4.0 M dioxane solution, 30 eq.). The resulting solution was stirred at RT for 12 h. Following the removal of the volatiles in vacuo, the resulting residue was directly subjected to column chromatography (SiO2, 90:10 (v/v) CH2Cl2: 2.0 M NH3 in MeOH) to afford th... Starting materials: [Cs].CC(CCC1C(NS(N1C)(=O)=O)=O)C (4-(3-methylbutyl) -5-methyl-1,2,5-thiadiazolidin-3-one 1,1-dioxide cesium salt), C1(=CC=CC=C1)SCCl (phenylthiomethyl chloride), C(=O)([O-])[O-].[Cs+].[Cs+] (Cs2CO3), 1,1-dioxide, 5, ice water. Solvent: CN(C)C=O (DMF), CO (methanol). Reaction conditions: temperature 85 celsius. Product: C1(=CC=CC=C1)SCN1S(N(C(C1=O)CCC(C)C)C)(=O)=O (2-phenylthiomethyl-4-(3-methylbutyl)-5-methyl-1,2,5-thiadiazolidin-3-one 1,1-dioxide). Isolated yield 70.6%. Reaction SMILES: [Cs].[CH3:2][CH:3]([CH3:15])[CH2:4][CH2:5][CH:6]1[N:10]([CH3:11])[S:9](=[O:13])(=[O:12])[NH:8][C:7]1=[O:14].C([O-])([O-])=O.[Cs+].[Cs+].[C:22]1([S:28][CH2:29]Cl)[CH:27]=[CH:26][CH:25]=[CH:24][CH:23]=1>CO.CN(C=O)C>[C:22]1([S:28][CH2:29][N:8]2[C:7](=[O:14])[CH:6]([CH2:5][CH2:4][CH:3]([CH3:15])[CH3:2])[N:10]([CH3:11])[S:9]2(=[O:13])=[O:12])[CH:27]=[CH:26][CH:25]=[CH:24][CH:23]=1 |f:0.1,2.3.4,^1:0|. Reported procedure: A mixture of 4-(3-methylbutyl) -5-methyl-1,2,5-thiadiazolidin-3-one 1,1-dioxide cesium salt (prepared by reacting 7.7 g (34.95 retool) of the 1,1-dioxide in methanol with 5 5.13 g of Cs2CO3 followed by removal of the solvent) and phenylthiomethyl chloride (6.65 g, 41.94 mmol) suspended in DMF was heated at 85° C. for 17 hours. The mixture was cooled, and poured into 300 ml of ice/water. The reaction mixture was extracted with ethyl acetate (3×) and the organic layer was washed with water and bri... Reactants: CC(C)(C)OO, CCCCCCCCCC, CC(C)[O-], CC(C)[O-], CC(C)[O-], CC(C)[O-], ClC(Cl)Cl, Clc1nc2c(c(NC3CCOCC3)n1)SCC2, O, [Ti+4]. The product is O=S1CCc2nc(Cl)nc(NC3CCOCC3)c21. RXN SMILES: [C:19]([CH3:21])([CH3:22])([O:23][OH:20])[CH3:24].[CH3:29][CH2:30][CH2:31][CH2:32][CH2:33][CH2:34][CH2:35][CH2:36][CH2:37][CH3:38].[CH3:39][CH:40]([CH3:41])[O-:42].[CH3:44][CH:45]([CH3:46])[O-:47].[CH3:48][CH:49]([CH3:50])[O-:51].[CH3:52][CH:53]([CH3:54])[O-:55].[CH:25]([Cl:26])([Cl:27])[Cl:28].[Cl:2][c:3]1[n:4][c:5]([NH:12][CH:13]2[CH2:14][CH2:15][O:16][CH2:17][CH2:18]2)[c:6]2[c:7]([n:8]1)[CH2:9][CH2:10][S:11]2.[OH2:1].[Ti+4:43]>>[Cl:2][c:3]1[n:4][c:5]([NH:12][CH:13]2[CH2:14][CH2:15][O:16][CH2:17][CH2:18]2)[c:6]2[c:7]([n:8]1)[CH2:9][CH2:10][S:11]2=[O:23]. Starting materials: COC(=O)CBr, O=C([O-])[O-], [Cl-], [K+], [K+], [NH4+], CN(C)C=O, Oc1cccc2c1OCCN2CCOC(c1ccccc1)c1ccccc1. Product: COC(=O)COc1cccc2c1OCCN2CCOC(c1ccccc1)c1ccccc1. RXN SMILES: [Br:34][CH2:35][C:36](=[O:37])[O:38][CH3:39].[C:28](=[O:29])([O-:30])[O-:31].[Cl-:40].[K+:32].[K+:33].[NH4+:41].[O:42]=[CH:43][N:44]([CH3:45])[CH3:46].[c:1]1([CH:7]([O:8][CH2:9][CH2:10][N:11]2[CH2:12][CH2:13][O:14][c:15]3[c:16]2[cH:17][cH:18][cH:19][c:20]3[OH:21])[c:22]2[cH:23][cH:24][cH:25][cH:26][cH:27]2)[cH:2][cH:3][cH:4][cH:5][cH:6]1>>[c:1]1([CH:7]([O:8][CH2:9][CH2:10][N:11]2[CH2:12][CH2:13][O:14][c:15]3[c:16]2[cH:17][cH:18][cH:19][c:20]3[O:21][CH2:35][C:36](=[O:37])[O:38][CH3:39])[c:22]2[cH:23][cH:24][cH:25][cH:26][cH:27]2)[cH:2][cH:3][cH:4][cH:5][cH:6]1. Reactants: CC(C(=O)NCC1(CN(CC1)CC1=CC=CC=C1)C)NC(OC(C)(C)C)=O ([1-methyl-2-[[(3-methyl-1-(phenylmethyl)-3-pyrrolidinyl)methyl]-amino]-2-oxoethyl]carbamic acid, 1,1-dimethylethyl ester), [H][H] (hydrogen). The reagents and catalysts are [Pd] (palladium on carbon). Solvent: CO (methanol). Product: CC(C(=O)NCC1(CNCC1)C)NC(OC(C)(C)C)=O ([1-Methyl-2-[[(3-methyl-3-pyrrolidinyl)methyl]amino]-2-oxoethyl]carbamic acid, 1,1-dimethylethyl ester). The yield is 96.7%. As a reaction SMILES: [CH3:1][CH:2]([NH:20][C:21](=[O:27])[O:22][C:23]([CH3:26])([CH3:25])[CH3:24])[C:3]([NH:5][CH2:6][C:7]1([CH3:19])[CH2:11][CH2:10][N:9](CC2C=CC=CC=2)[CH2:8]1)=[O:4].[H][H]>CO.[Pd]>[CH3:1][CH:2]([NH:20][C:21](=[O:27])[O:22][C:23]([CH3:26])([CH3:25])[CH3:24])[C:3]([NH:5][CH2:6][C:7]1([CH3:19])[CH2:11][CH2:10][NH:9][CH2:8]1)=[O:4]. Reported procedure: A solution of 23.1 g (61.6 mmol) of [1-methyl-2-[[(3-methyl-1-(phenylmethyl)-3-pyrrolidinyl)methyl]-amino]-2-oxoethyl]carbamic acid, 1,1-dimethylethyl ester in 400 ml of methanol was treated with 3.0 g of 20% palladium on carbon and shaken in a hydrogen atmosphere at temperatures of 22°-26° and pressures of 48.7-53.4 psi for 2.5 hours. The catalyst was removed by filtering through celite and the filtrate was evaporated in vacuo to give 17.0 g of the title compound.